Dataset: the Open Reaction Database (ORD), a public repository of structured organic reaction records. Task: describe an organic reaction: reactants, conditions, products, and yield The reactants are [H-].[Al+3].[Li+].[H-].[H-].[H-] (Lithium aluminium hydride), S1C2=C(C(=C1)CC#N)C=CC=C2 (benzo[b]thiophene-3-acetonitrile), [Cl-].[Al+3].[Cl-].[Cl-] (aluminium chloride), [H-].[Al+3].[Li+].[H-].[H-].[H-] (Lithium aluminium hydride), [Cl-].[Al+3].[Cl-].[Cl-] (aluminium chloride), C(=O)([O-])C(O)C(O)C(=O)[O-].[Na+].[K+] (potassium sodium tartrate). Solvent: C(C)OCC (diethyl ether), C(C)OCC (diethyl ether). Reaction conditions: time 5 minute. Yields the product S1C2=C(C(=C1)CCN)C=CC=C2 (benzo[b]thiophen-3-ylethylamine). Isolated yield 68.9%. Reaction SMILES: [H-].[Al+3].[Li+].[H-].[H-].[H-].[Cl-].[Al+3].[Cl-].[Cl-].[S:11]1[CH:15]=[C:14]([CH2:16][C:17]#[N:18])[C:13]2[CH:19]=[CH:20][CH:21]=[CH:22][C:12]1=2.C(C(C(C([O-])=O)O)O)([O-])=O.[Na+].[K+]>C(OCC)C>[S:11]1[CH:15]=[C:14]([CH2:16][CH2:17][NH2:18])[C:13]2[CH:19]=[CH:20][CH:21]=[CH:22][C:12]1=2 |f:0.1.2.3.4.5,6.7.8.9,11.12.13|. Procedure: Lithium aluminium hydride (1.16 g, 30.3 mmol) was suspended in dry diethyl ether (100 ml). Anhydrous aluminium chloride (4.04 g, 30.3 mmol) was introduced into this suspension under argon. After five minutes, a solution of benzo[b]thiophene-3-acetonitrile (5.25 g, 30.3 mmol) in dry diethyl ether (70 ml) was added. When the addition was complete, the mixture was heated under reflux for four days. Lithium aluminium hydride (930 mg) and aluminium chloride (500 mg) were added again to the reaction m... The reactants are sulfonamide, ClC1=C(C(=CC=C1[N+](=O)[O-])Cl)S(=O)(=O)Cl (2,6-dichloro-3-nitrobenzenesulfonyl chloride), N1CCSCC1 (thiomorpholine). The solvent is C(C)N(CC)CC (triethylamine). The product is ClC1=C(C(=CC=C1[N+](=O)[O-])Cl)S(=O)(=O)N1CCSCC1 (2,6-dichloro-3-nitro-1-(4-thiomorpholinylsufonyl)benzene). Yield: 93.6%. As a reaction SMILES: [Cl:1][C:2]1[C:7]([N+:8]([O-:10])=[O:9])=[CH:6][CH:5]=[C:4]([Cl:11])[C:3]=1[S:12](Cl)(=[O:14])=[O:13].[NH:16]1[CH2:21][CH2:20][S:19][CH2:18][CH2:17]1>C(N(CC)CC)C>[Cl:1][C:2]1[C:7]([N+:8]([O-:10])=[O:9])=[CH:6][CH:5]=[C:4]([Cl:11])[C:3]=1[S:12]([N:16]1[CH2:21][CH2:20][S:19][CH2:18][CH2:17]1)(=[O:14])=[O:13]. Reported procedure: Following the general procedure for sulfonamide formation outlined in example 15, 2,6-dichloro-3-nitrobenzenesulfonyl chloride (2.0 g, 6.88mmol), thiomorpholine (710 mg, 6.88 mmol) and triethylamine(l.92mL, 13.76mmnol) were reacted to form the desired product (2.30 g, 94%). 1H NMR (MeOD-d4): δ 7.95 (d, 1H), 7.85(d, 1H), 3.68 (t, 4H), 2.69 (t, 4H). Reactants: CCO, Cl, O=C(NC1CCCN2c3cc(NCc4ccccc4)ccc3Oc3ccccc3C12)C(F)(F)F, C1COCCO1. Yields the product Nc1ccc2c(c1)N1CCCC(NC(=O)C(F)(F)F)C1c1ccccc1O2. RXN SMILES: [CH3:42][CH2:43][OH:44].[ClH:35].[F:1][C:2]([C:3](=[O:4])[NH:5][CH:6]1[CH2:7][CH2:8][CH2:9][N:10]2[c:11]3[c:12]([cH:21][cH:22][c:23]([NH:25][CH2:26][c:27]4[cH:28][cH:29][cH:30][cH:31][cH:32]4)[cH:24]3)[O:13][c:14]3[c:15]([cH:17][cH:18][cH:19][cH:20]3)[CH:16]12)([F:33])[F:34].[O:36]1[CH2:37][CH2:38][O:39][CH2:40][CH2:41]1>>[F:1][C:2]([C:3](=[O:4])[NH:5][CH:6]1[CH2:7][CH2:8][CH2:9][N:10]2[c:11]3[c:12]([cH:21][cH:22][c:23]([NH2:25])[cH:24]3)[O:13][c:14]3[c:15]([cH:17][cH:18][cH:19][cH:20]3)[CH:16]12)([F:33])[F:34].